From a dataset of the Open Reaction Database (ORD), a public repository of structured organic reaction records. describe an organic reaction: reactants, conditions, products, and yield The reactants are S(=O)([O-])S(=O)[O-].[Na+].[Na+] (Sodium dithionite), [N+](=O)([O-])C1=COC2=C(C1=O)C=C(C=C2)Cl (3-nitro-6-chloro-4H-1-benzopyran-4-one). Solvent: O (water), C(C)O (ethanol). The product is NC1=COC2=C(C1=O)C=C(C=C2)Cl (3-Amino-6-chloro-4H-1-benzopyran-4-one). Isolated yield 75.2%. RXN SMILES: S(S([O-])=O)([O-])=O.[Na+].[Na+].[N+:9]([C:12]1[C:17](=[O:18])[C:16]2[CH:19]=[C:20]([Cl:23])[CH:21]=[CH:22][C:15]=2[O:14][CH:13]=1)([O-])=O>O.C(O)C>[NH2:9][C:12]1[C:17](=[O:18])[C:16]2[CH:19]=[C:20]([Cl:23])[CH:21]=[CH:22][C:15]=2[O:14][CH:13]=1 |f:0.1.2|. Reported procedure: Sodium dithionite (20 g, 0.115 mole) was added to a suspension of 3-nitro-6-chloro-4H-1-benzopyran-4-one (7.0 g, 0.037 mole) in water (80 ml) and absolute ethanol (30 ml). The reaction mixture was refluxed under nitrogen for 3 hrs., concentrated at reduced pressure and filtered. The solids were washed with water and recrystallized from acetone to give yellow crystals (5.44 g, 90%), m.p. 184°-186°.